describe an organic reaction: reactants, conditions, products, and yield From a dataset of the Open Reaction Database (ORD), a public repository of structured organic reaction records. Reactants: CCOC(=O)C(=O)OCC, COCCOC, CC(C)(C)[O-], Cc1ccnc2c1C(=O)c1ccccc1-2, [K+]. Yields the product CCOC(=O)C(=O)Cc1ccnc2c1C(=O)c1ccccc1-2. As a reaction SMILES: [C:22]([C:23](=[O:24])[O:25][CH2:26][CH3:27])(=[O:28])[O:29][CH2:30][CH3:31].[CH2:32]([CH2:33][O:34][CH3:35])[O:36][CH3:37].[CH3:1][C:2]([CH3:3])([O-:4])[CH3:5].[CH3:7][c:8]1[cH:9][cH:10][n:11][c:12]2[c:20]1[C:19](=[O:21])[c:18]1[c:13]-2[cH:14][cH:15][cH:16][cH:17]1.[K+:6]>>[CH2:7]([c:8]1[cH:9][cH:10][n:11][c:12]2[c:20]1[C:19](=[O:21])[c:18]1[c:13]-2[cH:14][cH:15][cH:16][cH:17]1)[C:22]([C:23](=[O:24])[O:25][CH2:26][CH3:27])=[O:28]. Yields the product COCCCNCc1ccc(-c2cc3ncnc(Nc4ccc5[nH]ccc5c4)c3s2)cc1. As a reaction SMILES: [CH3:1][O:2][CH2:3][CH2:4][CH2:5][NH2:6].[nH:7]1[cH:8][cH:9][c:10]2[cH:11][c:12]([NH:16][c:17]3[c:18]4[c:19]([n:20][cH:21][n:22]3)[cH:23][c:24](-[c:26]3[cH:27][cH:28][c:29]([CH:30]=[O:31])[cH:32][cH:33]3)[s:25]4)[cH:13][cH:14][c:15]12>>[CH3:1][O:2][CH2:3][CH2:4][CH2:5][NH:6][CH2:30][c:29]1[cH:28][cH:27][c:26](-[c:24]2[cH:23][c:19]3[c:18]([c:17]([NH:16][c:12]4[cH:11][c:10]5[cH:9][cH:8][nH:7][c:15]5[cH:14][cH:13]4)[n:22][cH:21][n:20]3)[s:25]2)[cH:33][cH:32]1. Starting materials: COCCCN, O=Cc1ccc(-c2cc3ncnc(Nc4ccc5[nH]ccc5c4)c3s2)cc1. The reactants are CC(C)(C)c1cc(S)[nH]n1, C=CCBr, COCCOC, [H-], [Na+]. Yields the product C=CCSc1cc(C(C)(C)C)n[nH]1. As a reaction SMILES: [C:1]([CH3:2])([CH3:3])([CH3:4])[c:5]1[n:6][nH:7][c:8]([SH:10])[cH:9]1.[CH2:13]([CH:14]=[CH2:15])[Br:16].[CH2:17]([CH2:18][O:19][CH3:20])[O:21][CH3:22].[H-:11].[Na+:12]>>[C:1]([CH3:2])([CH3:3])([CH3:4])[c:5]1[n:6][nH:7][c:8]([S:10][CH2:15][CH:14]=[CH2:13])[cH:9]1.